This data is from the Open Reaction Database (ORD), a public repository of structured organic reaction records. The task is: describe an organic reaction: reactants, conditions, products, and yield The reactants are N1N=CC2=CC=C(C=C12)NC=1C2=C(N=C(N1)NC1=CC=C(C=C1)N1CCN(CC1)C)N(C=C2)S(=O)(=O)C2=CC=C(C)C=C2 (N4-(1H-indazol-6-yl)-N2-(4-(4-methylpiperazin-1-yl)phenyl)-7-tosyl-7H-pyrrolo[2,3-d]pyrimidine-2,4-diamine), [OH-].[K+] (KOH). Solvent: CO (methanol). Run at temperature 60 celsius. The product is N1N=CC2=CC=C(C=C12)NC=1C2=C(N=C(N1)NC1=CC=C(C=C1)N1CCN(CC1)C)NC=C2 (N4-(1H-indazol-6-yl)-N2-(4-(4-methylpiperazin-1-yl)phenyl)-7H-pyrrolo[2,3-d]pyrimidine-2,4-diamine). Yield: 46.4%. RXN SMILES: [NH:1]1[C:9]2[C:4](=[CH:5][CH:6]=[C:7]([NH:10][C:11]3[C:12]4[CH:33]=[CH:32][N:31](S(C5C=CC(C)=CC=5)(=O)=O)[C:13]=4[N:14]=[C:15]([NH:17][C:18]4[CH:23]=[CH:22][C:21]([N:24]5[CH2:29][CH2:28][N:27]([CH3:30])[CH2:26][CH2:25]5)=[CH:20][CH:19]=4)[N:16]=3)[CH:8]=2)[CH:3]=[N:2]1.[OH-].[K+]>CO>[NH:1]1[C:9]2[C:4](=[CH:5][CH:6]=[C:7]([NH:10][C:11]3[C:12]4[CH:33]=[CH:32][NH:31][C:13]=4[N:14]=[C:15]([NH:17][C:18]4[CH:23]=[CH:22][C:21]([N:24]5[CH2:25][CH2:26][N:27]([CH3:30])[CH2:28][CH2:29]5)=[CH:20][CH:19]=4)[N:16]=3)[CH:8]=2)[CH:3]=[N:2]1 |f:1.2|. Reported procedure: To a solution of N4-(1H-indazol-6-yl)-N2-(4-(4-methylpiperazin-1-yl)phenyl)-7-tosyl-7H-pyrrolo[2,3-d]pyrimidine-2,4-diamine (29 mg, 0.049 mmol) in methanol (MeOH) (2 mL), aq. 1N KOH (1.0 mL, 1.0 mmol) was added. The mixture was then heated at 60° C. for 4 h. before it was concentrated in vacuo. The residue was then acidified with acetic acid (HOAc) (2.0 mL) and purified by HPLC to give the title compound (10 mg). MS 440.2 (M+H) (Compound 13-1). As a reaction SMILES: [CH3:1][N:2]1[C:10]2[C:5](=[CH:6][C:7]([CH3:12])=[CH:8][C:9]=2Br)[CH:4]=[CH:3]1.C([Li])(C)(C)C.[C:18](OC)(=[O:23])[C:19]([O:21][CH3:22])=[O:20]>C1COCC1>[CH3:22][O:21][C:19](=[O:20])[C:18]([C:9]1[CH:8]=[C:7]([CH3:12])[CH:6]=[C:5]2[C:10]=1[N:2]([CH3:1])[CH:3]=[CH:4]2)=[O:23]. Yield: 95.3%. Yields the product EtOAc hexanes, COC(C(=O)C=1C=C(C=C2C=CN(C12)C)C)=O ((1,5-Dimethyl-1H-indol-7-yl)-oxo-acetic acid methyl ester). Starting materials: CN1C=CC2=CC(=CC(=C12)Br)C (1,5-dimethyl-7-bromoindole), C(C(=O)OC)(=O)OC (dimethyl oxalate), C(C)(C)(C)[Li] (tert-butyl lithium), pentanes. Procedure details: A solution of 1,5-dimethyl-7-bromoindole (4.27 g, 19.05 mmol) in THF (130 mL) was cooled to −78° C. and a solution of tert-butyl lithium in pentanes (1.7 M, 24.6 mL, 41.8 mmol) added dropwise over 30 min. After 30 min at −78° C., the mixture was treated with dimethyl oxalate (5.62 g, 47.6 mmol) in one portion. After 15 min, the mixture was allowed to warm to room temperature and stirred 4 h. The reaction mixture was quenched with water, extracted with ethyl acetate, and the extracts washed with ... The solvent is C1CCOC1 (THF). Run at time 30 minute. Starting materials: C(C1=CC=CC=C1)N1CCN(CC1)C1=CC=C(C=C1)NC1=NC(=NC=C1F)Cl (N4-[4-(N-benzylpiperazino)phenyl]-2-chloro-5-fluoro-4-pyrimidineamine), C1OC=2C=C(N)C=CC2OC1 (3,4-ethylenedioxyaniline). Yields the product C(C1=CC=CC=C1)N1CCN(CC1)C1=CC=C(C=C1)NC1=NC(=NC=C1F)NC1=CC2=C(C=C1)OCCO2 (N4-[4-(N-benzylpiperazino)phenyl]-N2-(3,4-ethylenedioxyphenyl)-5-fluoro-2,4-pyrimidinediamine). The yield is 65.0%. Reaction SMILES: [CH2:1]([N:8]1[CH2:13][CH2:12][N:11]([C:14]2[CH:19]=[CH:18][C:17]([NH:20][C:21]3[C:26]([F:27])=[CH:25][N:24]=[C:23](Cl)[N:22]=3)=[CH:16][CH:15]=2)[CH2:10][CH2:9]1)[C:2]1[CH:7]=[CH:6][CH:5]=[CH:4][CH:3]=1.[CH2:29]1[CH2:39][O:38][C:37]2[CH:36]=[CH:35][C:33]([NH2:34])=[CH:32][C:31]=2[O:30]1>>[CH2:1]([N:8]1[CH2:13][CH2:12][N:11]([C:14]2[CH:19]=[CH:18][C:17]([NH:20][C:21]3[C:26]([F:27])=[CH:25][N:24]=[C:23]([NH:34][C:33]4[CH:35]=[CH:36][C:37]5[O:38][CH2:39][CH2:29][O:30][C:31]=5[CH:32]=4)[N:22]=3)=[CH:16][CH:15]=2)[CH2:10][CH2:9]1)[C:2]1[CH:7]=[CH:6][CH:5]=[CH:4][CH:3]=1. Procedure: In like manner to the preparation of N4-(3,4-ethylenedioxyphenyl)-N2-(3-hydroxyphenyl)-5-fluoro-2,4-pyrimidineamine, the reaction of N4-[4-(N-benzylpiperazino)phenyl]-2-chloro-5-fluoro-4-pyrimidineamine (50 mg, 0.12 mmol) and 3,4-ethylenedioxyaniline (0.045 mL, 0.36 mmol) gave N4-[4-(N-benzylpiperazino)phenyl]-N2-(3,4-ethylenedioxyphenyl)-5-fluoro-2,4-pyrimidinediamine (40 mg, 63%). 1H NMR (CDCl3): δ 2.64 (t, J=4.8 Hz, 4H), 3.20 (t, J=4.8 Hz, 4H), 3.59 (s, 2H), 4.24 (m, 4H), 6.61 (d, 1H, NH), 6....